Dataset: the Open Reaction Database (ORD), a public repository of structured organic reaction records. Task: describe an organic reaction: reactants, conditions, products, and yield Reactants: O[C@H]1C2(CC2)CCN(C1)C(CCCN1C([C@@H](NCC1)C)=O)=O ((S)-1-[4-((S)-4-hydroxy-6-aza-spiro[2.5]oct-6-yl)-4-oxo-butyl]-3-methyl-piperazin-2-one), O[C@H]1C2(CC2)CCN(C1)C(CCCN1C([C@@H](NCC1)C)=O)=O ((S)-1-[4-((S)-4-hydroxy-6-aza-spiro[2.5]oct-6-yl)-4-oxo-butyl]-3-methyl-piperazin-2-one), FC(C1=CC=C(C=C1)N=C=O)(F)F (4-(trifluoromethyl)phenyl isocyanate). Yields the product FC(C1=CC=C(C=C1)NC(=O)N1[C@H](C(N(CC1)CCCC(=O)N1C[C@H](C2(CC2)CC1)O)=O)C)(F)F ((S)-4-[4-((S)-4-Hydroxy-6-aza-spiro[2.5]oct-6-yl)-4-oxo-butyl]-2-methyl-3-oxo-piperazine-1-carboxylic acid (4-trifluoromethyl-phenyl)-amide). Isolated yield 32.0%. As a reaction SMILES: [OH:1][C@@H:2]1[CH2:9][N:8]([C:10](=[O:22])[CH2:11][CH2:12][CH2:13][N:14]2[CH2:19][CH2:18][NH:17][C@@H:16]([CH3:20])[C:15]2=[O:21])[CH2:7][CH2:6][C:3]21[CH2:5][CH2:4]2.[F:23][C:24]([F:35])([F:34])[C:25]1[CH:30]=[CH:29][C:28]([N:31]=[C:32]=[O:33])=[CH:27][CH:26]=1>>[F:23][C:24]([F:34])([F:35])[C:25]1[CH:26]=[CH:27][C:28]([NH:31][C:32]([N:17]2[CH2:18][CH2:19][N:14]([CH2:13][CH2:12][CH2:11][C:10]([N:8]3[CH2:7][CH2:6][C:3]4([CH2:5][CH2:4]4)[C@H:2]([OH:1])[CH2:9]3)=[O:22])[C:15](=[O:21])[C@@H:16]2[CH3:20])=[O:33])=[CH:29][CH:30]=1. Procedure: In analogy to the procedure described in Example 25, (S)-1-[4-((S)-4-hydroxy-6-aza-spiro[2.5]oct-6-yl)-4-oxo-butyl]-3-methyl-piperazin-2-one (intermediate 13) and 4-(trifluoromethyl)phenyl isocyanate gave the titled compound in 32% yield as white foam. MS: 497.2 (MH+). Reactants: solution, FC1=CC=C(C=C1)S(=O)(=O)Cl (p-fluorobenzenesulfonyl chloride), C(CCC)N(CCCC)CCCC (tributylamine), NC1=CC=C(C=C1)S(=O)(=O)C=CC#N (3-(4-aminobenzenesulfonyl)acrylonitrile), O (water). Solvent: CC(=O)C (acetone), CC(=O)C (acetone). Reaction conditions: time 8 hour. The product is FC1=CC=C(C=C1)S(=O)(=O)NC1=CC=C(C=C1)S(=O)(=O)C=CC#N (3-[4-(4-fluorobenzenesulfonamido)benzenesulfonyl]acrylonitrile). RXN SMILES: [NH2:1][C:2]1[CH:7]=[CH:6][C:5]([S:8]([CH:11]=[CH:12][C:13]#[N:14])(=[O:10])=[O:9])=[CH:4][CH:3]=1.[F:15][C:16]1[CH:21]=[CH:20][C:19]([S:22](Cl)(=[O:24])=[O:23])=[CH:18][CH:17]=1.C(N(CCCC)CCCC)CCC.O>CC(C)=O>[F:15][C:16]1[CH:21]=[CH:20][C:19]([S:22]([NH:1][C:2]2[CH:3]=[CH:4][C:5]([S:8]([CH:11]=[CH:12][C:13]#[N:14])(=[O:10])=[O:9])=[CH:6][CH:7]=2)(=[O:24])=[O:23])=[CH:18][CH:17]=1. Procedure details: 24 g (0.12 mol) of 3-(4-aminobenzenesulfonyl)acrylonitrile are dissolved in 200 ml acetone. 23.4 g (0.12 mol) of a solution of p-fluorobenzenesulfonyl chloride in 100 ml acetone are added thereto in several portions at room temperature, followed by 28 ml (0.12 mol) tributylamine. After standing for 8 hours at room temperature the reaction mixture is poured into 1 liter of water to separate the reaction product, which is then taken up in chloroform, and treated as described hereinabove to give 3-... Reactants: C(C=C)C=1C=C2C=CC(OC2=C(C1O)OC)=O (6-allyl-7-hydroxy-8-methoxycoumarin), C(C)(=O)OC(C)=O.N1=CC=CC=C1 (acetic anhydride pyridine). The solvent is C(Cl)(Cl)Cl (chloroform). Run at time 2 hour. Product: C(C)(=O)OC1=C(C=C2C=CC(OC2=C1OC)=O)CC=C (7-acetoxy-6-allyl-8-methoxycoumarin). RXN SMILES: [CH2:1]([C:4]1[CH:5]=[C:6]2[C:11](=[C:12]([O:15][CH3:16])[C:13]=1[OH:14])[O:10][C:9](=[O:17])[CH:8]=[CH:7]2)[CH:2]=[CH2:3].[C:18](OC(=O)C)(=[O:20])[CH3:19].N1C=CC=CC=1>C(Cl)(Cl)Cl>[C:18]([O:14][C:13]1[C:12]([O:15][CH3:16])=[C:11]2[C:6]([CH:7]=[CH:8][C:9](=[O:17])[O:10]2)=[CH:5][C:4]=1[CH2:1][CH:2]=[CH2:3])(=[O:20])[CH3:19] |f:1.2|. Procedure: A solution of 2.32g. (0.010 mole) of 6-allyl-7-hydroxy-8-methoxycoumarin in 8 ml. of chloroform was treated with 4.5 ml. of acetic anhydride/pyridine, 1:2. The reactants were stirred at 25° for 2.0 hours and then partitioned between 1N HCl/methylene chloride. The aqueous phase was further extracted with methylene chloride. The organic extracts were combined, dried over sodium sulfate, and evaporated to afford pure 7-acetoxy-6-allyl-8-methoxycoumarin as a white solid, mp 101°-102°. Recrystallizat... Starting materials: CCCCNCCCCCCCCSc1nc(-c2ccccc2)c(-c2ccccc2)[nH]1, CCCCCC, O=C=Nc1ccc(F)cc1F. Product: CCCCN(CCCCCCCCSc1nc(-c2ccccc2)c(-c2ccccc2)[nH]1)C(=O)Nc1ccc(F)cc1F. RXN SMILES: [CH2:1]([CH2:2][CH2:3][CH3:4])[NH:5][CH2:6][CH2:7][CH2:8][CH2:9][CH2:10][CH2:11][CH2:12][CH2:13][S:14][c:15]1[nH:16][c:17](-[c:26]2[cH:27][cH:28][cH:29][cH:30][cH:31]2)[c:18](-[c:20]2[cH:21][cH:22][cH:23][cH:24][cH:25]2)[n:19]1.[CH3:43][CH2:44][CH2:45][CH2:46][CH2:47][CH3:48].[F:32][c:33]1[c:34]([N:40]=[C:41]=[O:42])[cH:35][cH:36][c:37]([F:39])[cH:38]1>>[CH2:1]([CH2:2][CH2:3][CH3:4])[N:5]([CH2:6][CH2:7][CH2:8][CH2:9][CH2:10][CH2:11][CH2:12][CH2:13][S:14][c:15]1[n:16][c:17](-[c:26]2[cH:27][cH:28][cH:29][cH:30][cH:31]2)[c:18](-[c:20]2[cH:21][cH:22][cH:23][cH:24][cH:25]2)[nH:19]1)[C:41]([NH:40][c:34]1[c:33]([F:32])[cH:38][c:37]([F:39])[cH:36][cH:35]1)=[O:42]. The reactants are CCO, CCOC(=O)c1ncn2c1CN(C)C(=O)c1sccc1-2, NN, O. Yields the product CN1Cc2c(C(=O)NN)ncn2-c2ccsc2C1=O. Reaction SMILES: [CH3:24][CH2:25][OH:26].[CH3:4][N:5]1[CH2:6][c:7]2[n:8]([cH:16][n:17][c:18]2[C:19]([O:21][CH2:20][CH3:22])=[O:23])-[c:9]2[c:10]([s:13][cH:14][cH:15]2)[C:11]1=[O:12].[NH2:2][NH2:3].[OH2:1]>>[NH:2]([NH2:3])[C:19]([c:18]1[c:7]2[n:8]([cH:16][n:17]1)-[c:9]1[c:10]([s:13][cH:14][cH:15]1)[C:11](=[O:12])[N:5]([CH3:4])[CH2:6]2)=[O:21]. Reactants: O (H2O), CCOCC (ether), OC(CC1C(CCCCC1)=O)CC(=C=C)C[Si](C)(C)C (2-(2-hydroxy-4-trimethylsilanylmethyl-hexa-4,5-dienyl)-cycloheptanone), [Si](C)(C)(C)OS(=O)(=O)C(F)(F)F (TMSOTf). Solvent: CCOC(=O)C (EtOAc). Conditions: temperature -78 celsius. Product: C=C1CC2CC3CCCCCC3(C1=C)O2 (11,12-dimethylene-13-oxa-tricyclo[7.3.1.01,7]tridecane). The yield is 90.2%. RXN SMILES: CCOCC.O[CH:7]([CH2:17][C:18]([CH2:21][Si](C)(C)C)=[C:19]=[CH2:20])[CH2:8][CH:9]1[CH2:15][CH2:14][CH2:13][CH2:12][CH2:11][C:10]1=[O:16].[Si](OS(C(F)(F)F)(=O)=O)(C)(C)C.O>CCOC(C)=O>[CH2:21]=[C:18]1[C:19](=[CH2:20])[C:10]23[O:16][CH:7]([CH2:8][CH:9]2[CH2:15][CH2:14][CH2:13][CH2:12][CH2:11]3)[CH2:17]1. Procedure details: 1.30 mL of ether was added to 2-(2-hydroxy-4-trimethylsilanylmethyl-hexa-4,5-dienyl)-cycloheptanone (95 mg, 0.32 mmol) under nitrogen atmosphere. While stirring at −78° C., TMSOTf (58.4 μL, 0.32 mmol) was added. While stirring the reaction mixture, the reaction temperature was slowly increased to room temperature for 3 hours. The reaction mixture was stirred at room temperature for 30 minutes. After the reaction was completed, H2O was added. After stirring for about 5 minutes, the reaction mixtu...